From a dataset of the Open Reaction Database (ORD), a public repository of structured organic reaction records. describe an organic reaction: reactants, conditions, products, and yield Reactants: OC1=C(N=C2N(CCOCC2(C)C)C1=O)C(=O)OCC (Ethyl 3-hydroxy-10,10-dimethyl-4-oxo-6,7,9,10-tetrahydro-4H-pyrimido[1,2-d][1,4]oxazepine-2-carboxylate), C(C1=CC=CC=C1)Br (benzyl bromide), C(=O)([O-])[O-].[K+].[K+] (K2CO3). The solvent is CN(C)C=O (DMF). Conditions: temperature 65 celsius. Yields the product C(C1=CC=CC=C1)OC1=C(N=C2N(CCOCC2(C)C)C1=O)C(=O)OCC (Ethyl 3-(benzyloxy)-10,10-dimethyl-4-oxo-6,7,9,10-tetrahydro-4H-pyrimido[1,2-d][1,4]oxazepine-2-carboxylate). Yield: 90.1%. As a reaction SMILES: [OH:1][C:2]1[C:14](=[O:15])[N:6]2[CH2:7][CH2:8][O:9][CH2:10][C:11]([CH3:13])([CH3:12])[C:5]2=[N:4][C:3]=1[C:16]([O:18][CH2:19][CH3:20])=[O:17].[CH2:21](Br)[C:22]1[CH:27]=[CH:26][CH:25]=[CH:24][CH:23]=1.C([O-])([O-])=O.[K+].[K+]>CN(C=O)C>[CH2:21]([O:1][C:2]1[C:14](=[O:15])[N:6]2[CH2:7][CH2:8][O:9][CH2:10][C:11]([CH3:13])([CH3:12])[C:5]2=[N:4][C:3]=1[C:16]([O:18][CH2:19][CH3:20])=[O:17])[C:22]1[CH:27]=[CH:26][CH:25]=[CH:24][CH:23]=1 |f:2.3.4|. Reported procedure: Ethyl 3-hydroxy-10,10-dimethyl-4-oxo-6,7,9,10-tetrahydro-4H-pyrimido[1,2-d][1,4]oxazepine-2-carboxylate (790 mg, 2.8 mmol) and benzyl bromide (580 mg, 3.4 mmol) were placed together in 10 mL DMF under N2 and treated with K2CO3 (512 mg, 4 mmol). After warming for 2.5 h at 60-70° C., the DMF was removed under reduced pressure. The residue was dissolved in CH2Cl2 and washed with H2O. The CH2Cl2 solution was dried over MgSO4, filtered and concentrated to give the title compound (940 mg, 90%) as a so... Reaction SMILES: [Br:14][N:15]1[C:16](=[O:17])[CH2:18][CH2:19][C:20]1=[O:21].[C:22]([Cl:23])([Cl:24])([Cl:25])[Cl:26].[F:1][c:2]1[c:3]([CH3:13])[c:4]([C:5](=[O:6])[O:7][CH2:8][CH3:9])[cH:10][cH:11][cH:12]1>>[F:1][c:2]1[c:3]([CH2:13][Br:14])[c:4]([C:5](=[O:6])[O:7][CH2:8][CH3:9])[cH:10][cH:11][cH:12]1. The product is CCOC(=O)c1cccc(F)c1CBr. Starting materials: O=C1CCC(=O)N1Br, ClC(Cl)(Cl)Cl, CCOC(=O)c1cccc(F)c1C. RXN SMILES: [C:1]([O:5][C:6]([N:8]1[CH2:11][CH2:10][C@H:9]1[CH2:12][O:13][C:14]1[CH:15]=[N:16][CH:17]=[C:18]([Sn](C)(C)C)[CH:19]=1)=[O:7])([CH3:4])([CH3:3])[CH3:2].I[C:25]1[CH:30]=[CH:29][CH:28]=[CH:27][C:26]=1[CH2:31][CH2:32][CH2:33][OH:34].[F-].[Cs+].N#N>CN(C=O)C.[Cu]I.C1C=CC([P]([Pd]([P](C2C=CC=CC=2)(C2C=CC=CC=2)C2C=CC=CC=2)([P](C2C=CC=CC=2)(C2C=CC=CC=2)C2C=CC=CC=2)[P](C2C=CC=CC=2)(C2C=CC=CC=2)C2C=CC=CC=2)(C2C=CC=CC=2)C2C=CC=CC=2)=CC=1>[C:1]([O:5][C:6]([N:8]1[CH2:11][CH2:10][C@H:9]1[CH2:12][O:13][C:14]1[CH:19]=[C:18]([C:25]2[CH:30]=[CH:29][CH:28]=[CH:27][C:26]=2[CH2:31][CH2:32][CH2:33][OH:34])[CH:17]=[N:16][CH:15]=1)=[O:7])([CH3:4])([CH3:3])[CH3:2] |f:2.3,^1:49,51,70,89|. The reagents and catalysts are [Cu]I (CuI), C=1C=CC(=CC1)[P](C=2C=CC=CC2)(C=3C=CC=CC3)[Pd]([P](C=4C=CC=CC4)(C=5C=CC=CC5)C=6C=CC=CC6)([P](C=7C=CC=CC7)(C=8C=CC=CC8)C=9C=CC=CC9)[P](C=1C=CC=CC1)(C=1C=CC=CC1)C=1C=CC=CC1 (Pd(PPh3)4). Solvent: CN(C)C=O (DMF). Reactants: [F-].[Cs+] (CsF), N#N (N2), C(C)(C)(C)OC(=O)N1[C@@H](CC1)COC=1C=NC=C(C1)[Sn](C)(C)C (3-[[1-(tert-Butoxycarbonyl)-2(S)-azetidinyl]methoxy]-5-(trimethylstannyl)pyridine), IC1=C(C=CC=C1)CCCO (3-(2-iodophenyl)-1-propanol). Conditions: temperature 130 celsius, time 26 hour. Product: C(C)(C)(C)OC(=O)N1[C@@H](CC1)COC=1C=C(C=NC1)C1=C(C=CC=C1)CCCO (3-[2-[5-[[1-(tert-Butoxycarbonyl)-2(S)-azetidinyl]methoxy]-3-pyridyl]phenyl]-1-propanol). Procedure: 3-[[1-(tert-Butoxycarbonyl)-2(S)-azetidinyl]methoxy]-5-(trimethylstannyl)pyridine (214 mg, 0.50 mmol) and 3-(2-iodophenyl)-1-propanol (131 mg, 0.50 mmol) were dissolved in anhydrous DMF (2 mL) in a 10 mL round-bottom flask with a magnetic stirrer. CsF (152 mg, 1.0 mmol, 2.0 equiv.), CuI (9.5 mg, 50 μmol, 0.1 equiv.) and Pd(PPh3)4 (29 mg, 25 μmol, 0.05 equiv.) were added. The flask was equipped with a condenser, and the atmosphere was exchanged with N2 (3 times). The mixture was stirred in a 130°... Reactants: C(#N)C1=CC=C(C=C1)S(=O)(=O)Cl (4-cyanobenzenesulfonyl chloride), N1(CCNCC1)C=1C=CC=2N(N1)C(=NN2)C(F)(F)F (6-(piperazin-1-yl)-3-(trifluoromethyl)-[1,2,4]triazolo[4,3-b]pyridazine). Yields the product FC(C1=NN=C2C=CC(=NN21)N2CCN(CC2)S(=O)(=O)C2=CC=C(C#N)C=C2)(F)F (4-[4-[3-(trifluoromethyl)-[1,2,4]triazolo[3,4-f]pyridazin-6-yl]piperazin-1-yl]sulfonylbenzonitrile). Isolated yield 32.0%. RXN SMILES: [C:1]([C:3]1[CH:8]=[CH:7][C:6]([S:9](Cl)(=[O:11])=[O:10])=[CH:5][CH:4]=1)#[N:2].[N:13]1([C:19]2[CH:20]=[CH:21][C:22]3[N:23]([C:25]([C:28]([F:31])([F:30])[F:29])=[N:26][N:27]=3)[N:24]=2)[CH2:18][CH2:17][NH:16][CH2:15][CH2:14]1>>[F:31][C:28]([F:29])([F:30])[C:25]1[N:23]2[C:22]([CH:21]=[CH:20][C:19]([N:13]3[CH2:18][CH2:17][N:16]([S:9]([C:6]4[CH:7]=[CH:8][C:3]([C:1]#[N:2])=[CH:4][CH:5]=4)(=[O:11])=[O:10])[CH2:15][CH2:14]3)=[N:24]2)=[N:27][N:26]=1. Reported procedure: Obtained in 32% yield by an analogous procedure to Example 394, starting from 4-cyanobenzenesulfonyl chloride and 6-(piperazin-1-yl)-3-(trifluoromethyl)-[1,2,4]triazolo[4,3-b]pyridazine. RXN SMILES: [CH3:1][O:2][C:3]1[CH:8]=[CH:7][CH:6]=[C:5]([N+:9]([O-])=O)[C:4]=1[CH2:12][C:13](=O)[CH2:14][C:15]([O:17][CH2:18][CH3:19])=[O:16].N#N.C([O-])=O.[NH4+]>CO.[Pd]>[CH3:1][O:2][C:3]1[CH:8]=[CH:7][CH:6]=[C:5]2[C:4]=1[CH:12]=[C:13]([CH2:14][C:15]([O:17][CH2:18][CH3:19])=[O:16])[NH:9]2 |f:2.3|. Run in CO (MeOH). Starting materials: COC1=C(C(=CC=C1)[N+](=O)[O-])CC(CC(=O)OCC)=O (ethyl 4-(2-methoxy-6-nitrophenyl)-3-oxobutanoate), N#N (N2), crude material, C(=O)[O-].[NH4+] (ammonium formate). Yield: 92.4%. Procedure details: (Chart A, Step 2): A solution of ethyl 4-(2-methoxy-6-nitrophenyl)-3-oxobutanoate (10.6 g, 37.5 mmol) in MeOH (350 mL) is purged with N2, and treated with 10% Pd/C (1.10 g) turning the yellow solution black. The suspension is treated with ammonium formate (27.4 g, 43.5 mmol) with a slight exotherm and evolution of H2. After 15 minutes, the reaction mixture is filtered through a pad of celite, and concentrated. The residue is diluted with water and extracted 3 times with ethyl acetate. The combin... The reagents and catalysts are [Pd] (Pd/C). Yields the product COC1=C2C=C(NC2=CC=C1)CC(=O)OCC (ethyl 2-(4-methoxy-1H-indol-2-yl)acetate). Conditions: time 15 minute. The reactants are C1CCOC1, Oc1cccc(Cl)n1, CCOC(=O)N=NC(=O)OCC, O, CC(C)(C)OC(=O)N1CCC(O)CC1, c1ccc(P(c2ccccc2)c2ccccc2)cc1. Yields the product CC(C)(C)OC(=O)N1CCC(Oc2cccc(Cl)n2)CC1. Reaction SMILES: [CH2:55]1[O:56][CH2:57][CH2:58][CH2:59]1.[Cl:46][c:47]1[cH:48][cH:49][cH:50][c:51]([OH:53])[n:52]1.[O:1]=[C:2]([O:3][CH2:4][CH3:5])[N:6]=[N:7][C:8]([O:9][CH2:10][CH3:11])=[O:12].[OH2:54].[OH:13][CH:14]1[CH2:15][CH2:16][N:17]([C:20](=[O:21])[O:22][C:23]([CH3:24])([CH3:25])[CH3:26])[CH2:18][CH2:19]1.[c:27]1([P:28]([c:29]2[cH:30][cH:31][cH:32][cH:33][cH:34]2)[c:35]2[cH:36][cH:37][cH:38][cH:39][cH:40]2)[cH:41][cH:42][cH:43][cH:44][cH:45]1>>[O:13]([CH:14]1[CH2:15][CH2:16][N:17]([C:20](=[O:21])[O:22][C:23]([CH3:24])([CH3:25])[CH3:26])[CH2:18][CH2:19]1)[c:51]1[cH:50][cH:49][cH:48][c:47]([Cl:46])[n:52]1. Reactants: OB(O)c1cc(Cl)cc(Cl)c1, O=C1c2ccccc2C(=O)N1O. The product is O=C1c2ccccc2C(=O)N1Oc1cc(Cl)cc(Cl)c1. RXN SMILES: [Cl:1][c:2]1[cH:3][c:4]([B:9]([OH:10])[OH:11])[cH:5][c:6]([Cl:8])[cH:7]1.[OH:12][N:13]1[C:14](=[O:23])[c:15]2[c:16]([cH:19][cH:20][cH:21][cH:22]2)[C:17]1=[O:18]>>[Cl:1][c:2]1[cH:3][c:4]([O:12][N:13]2[C:14](=[O:23])[c:15]3[c:16]([cH:19][cH:20][cH:21][cH:22]3)[C:17]2=[O:18])[cH:5][c:6]([Cl:8])[cH:7]1. The reactants are CC(C)N=C=O, ClCCl, CCCn1nc2c(N)nc3ccccc3c2c1CC(C)(C)N. Product: CCCn1nc2c(N)nc3ccccc3c2c1CC(C)(C)NC(=O)NC(C)C. RXN SMILES: [CH:1]([CH3:2])([CH3:3])[N:4]=[C:5]=[O:6].[Cl:29][CH2:30][Cl:31].[NH2:7][C:8]([CH2:9][c:10]1[n:11]([CH2:24][CH2:25][CH3:26])[n:12][c:13]2[c:14]([NH2:23])[n:15][c:16]3[cH:17][cH:18][cH:19][cH:20][c:21]3[c:22]12)([CH3:27])[CH3:28]>>[CH:1]([CH3:2])([CH3:3])[NH:4][C:5](=[O:6])[NH:7][C:8]([CH2:9][c:10]1[n:11]([CH2:24][CH2:25][CH3:26])[n:12][c:13]2[c:14]([NH2:23])[n:15][c:16]3[cH:17][cH:18][cH:19][cH:20][c:21]3[c:22]12)([CH3:27])[CH3:28]. Starting materials: CC(C(=O)OC)(CSC1=CC=C(C=C1)O[Si](C)(C)C(C)(C)C)C (Methyl 2,2-dimethyl-3-(4'-tert-butyldimethylsilyloxyphenylthio)propionate), [OH-].[K+] (KOH). Run in O (H2O), O (H2O). The product is CC(C(=O)O)(CSC1=CC=C(C=C1)O)C (2,2-dimethyl-3-(4'-hydroxyphenylthio)propionic acid). Yield: 82.2%. As a reaction SMILES: [CH3:1][C:2]([CH3:23])([CH2:7][S:8][C:9]1[CH:14]=[CH:13][C:12]([O:15][Si](C(C)(C)C)(C)C)=[CH:11][CH:10]=1)[C:3]([O:5]C)=[O:4].[OH-].[K+]>O>[CH3:1][C:2]([CH3:23])([CH2:7][S:8][C:9]1[CH:10]=[CH:11][C:12]([OH:15])=[CH:13][CH:14]=1)[C:3]([OH:5])=[O:4] |f:1.2|. Procedure details: Methyl 2,2-dimethyl-3-(4'-tert-butyldimethylsilyloxyphenylthio)propionate (7.09 g, 20 mmol) was added to KOH (6.73 g, 120 mmol) in 40 mL of H2O and the mixture was heated to reflux overnight. The reaction mixture was cooled to room temperature, diluted with 40 mL of H2O and extracted with ether. The aqueous layer was separated, acidified to pH=2 and extracted with ether (3×100 mL). The combined ether layers were dried over anhydrous MgSO4, filtered and evaporated to give 3.72 g (82%) of 2,2-dime...